Dataset: the Open Reaction Database (ORD), a public repository of structured organic reaction records. Task: describe an organic reaction: reactants, conditions, products, and yield Reactants: Cc1c(C)c(C(CO)c2ccc(C(C)C)cc2)c(O)c(C)c1Br, CCOC(C)=O, CCCCCC. Yields the product Cc1c(C)c2c(c(C)c1Br)OCC2c1ccc(C(C)C)cc1. As a reaction SMILES: [Br:1][c:2]1[c:3]([CH3:23])[c:4]([OH:22])[c:5]([CH:10]([CH2:11][OH:12])[c:13]2[cH:14][cH:15][c:16]([CH:19]([CH3:20])[CH3:21])[cH:17][cH:18]2)[c:6]([CH3:9])[c:7]1[CH3:8].[C:24]([O:25][CH2:26][CH3:27])(=[O:28])[CH3:29].[CH3:30][CH2:31][CH2:32][CH2:33][CH2:34][CH3:35]>>[Br:1][c:2]1[c:3]([CH3:23])[c:4]2[c:5]([c:6]([CH3:9])[c:7]1[CH3:8])[CH:10]([c:13]1[cH:14][cH:15][c:16]([CH:19]([CH3:20])[CH3:21])[cH:17][cH:18]1)[CH2:11][O:22]2. Isolated yield 120.0%. Procedure: To ethyl ester of Example 21 (1.6 g, 3.3 mmol) in ethanol (33 mL) was added an aqueous NaOH solution (6.6 mL, 1M, 6.6 mmol) and the reaction was stirred for 24 h. pH was adjusted to pH=2 with 1N HCl and extraction with CH2Cl2 provided 1.4 g of the crude acid. Reaction conditions: time 24 hour. As a reaction SMILES: [CH2:1]([O:8][C:9]([NH:11][C@@H:12]([CH2:25][CH2:26][CH3:27])[C:13]([O:22][CH2:23][CH3:24])([O:19][CH2:20][CH3:21])[C:14]([O:16]CC)=[O:15])=[O:10])[C:2]1[CH:7]=[CH:6][CH:5]=[CH:4][CH:3]=1.[OH-].[Na+]>C(O)C>[CH2:1]([O:8][C:9]([NH:11][C@@H:12]([CH2:25][CH2:26][CH3:27])[C:13]([O:19][CH2:20][CH3:21])([O:22][CH2:23][CH3:24])[C:14]([OH:16])=[O:15])=[O:10])[C:2]1[CH:3]=[CH:4][CH:5]=[CH:6][CH:7]=1 |f:1.2|. Reactants: C(C1=CC=CC=C1)OC(=O)N[C@H](C(C(=O)OCC)(OCC)OCC)CCC ((S)-ethyl 3-(((benzyloxy)carbonyl)amino)-2,2-diethoxyhexanoate), [OH-].[Na+] (NaOH). Yields the product C(C1=CC=CC=C1)OC(=O)N[C@H](C(C(=O)O)(OCC)OCC)CCC ((S)-3-(((benzyloxy)carbonyl)amino)-2,2-diethoxyhexanoic acid). Solvent: C(C)O (ethanol). Starting materials: CNC1=CC=C(C=C1)C(C(Cl)(F)F)(C(Cl)(F)F)O (N-methyl-4-(1,3-dichlorotetrafluoro-2-hydroxy-2-propyl)aniline), CS(=O)(=O)Cl (methanesulfonyl chloride), Cl (HCl). The solvent is N1=CC=CC=C1 (pyridine). Conditions: time 1.5 hour. The product is CN(C1=CC=C(C=C1)C(C(Cl)(F)F)C(Cl)(F)F)S(=O)(=O)C (N-methyl-4'-(1,3-dichlorotetrafluoro-2-propyl)methanesulfonanilide). RXN SMILES: [CH3:1][NH:2][C:3]1[CH:8]=[CH:7][C:6]([C:9](O)([C:14]([F:17])([F:16])[Cl:15])[C:10]([F:13])([F:12])[Cl:11])=[CH:5][CH:4]=1.[CH3:19][S:20](Cl)(=[O:22])=[O:21].Cl>N1C=CC=CC=1>[CH3:1][N:2]([S:20]([CH3:19])(=[O:22])=[O:21])[C:3]1[CH:8]=[CH:7][C:6]([CH:9]([C:14]([F:17])([F:16])[Cl:15])[C:10]([F:13])([F:12])[Cl:11])=[CH:5][CH:4]=1. Procedure details: To 6.1 g (20 mmole) N-methyl-4-(1,3-dichlorotetrafluoro-2-hydroxy-2-propyl)aniline in 30 ml pyridine add 3.4 g (30 mmole) methanesulfonyl chloride. Stir 1.5 hours, pour onto water, acidify with concentrated HCl and filter. Dissolve the solid in 1N NaOH, wash with Et2O, acidify and filter. Recrystallize the solid from Et2O-hexane to give the product; m.p. 140°-142° C. Starting materials: ClC1=CC=C(C(=N1)C#N)[N+](=O)[O-] (6-chloro-2-cyano-3-nitropyridine), COC=1C=C(C=CC1OC)B(O)O (3,4-dimethoxyphenyl boronic acid), C([O-])([O-])=O.[K+].[K+] (potassium carbonate). Reagents/catalysts: C=1C=CC(=CC1)[P](C=2C=CC=CC2)(C=3C=CC=CC3)[Pd]([P](C=4C=CC=CC4)(C=5C=CC=CC5)C=6C=CC=CC6)([P](C=7C=CC=CC7)(C=8C=CC=CC8)C=9C=CC=CC9)[P](C=1C=CC=CC1)(C=1C=CC=CC1)C=1C=CC=CC1 (tetrakis(triphenylphosphine)palladium). Run in C1(=CC=CC=C1)C (toluene). Product: COC=1C=C(C=CC1OC)C1=CC=C(C(=N1)C#N)[N+](=O)[O-] (6-(3,4-dimethoxyphenyl)-3-nitropyridine-2-carbonitrile). Isolated yield 79.3%. Reaction SMILES: Cl[C:2]1[N:7]=[C:6]([C:8]#[N:9])[C:5]([N+:10]([O-:12])=[O:11])=[CH:4][CH:3]=1.[CH3:13][O:14][C:15]1[CH:16]=[C:17](B(O)O)[CH:18]=[CH:19][C:20]=1[O:21][CH3:22].C(=O)([O-])[O-].[K+].[K+]>C1(C)C=CC=CC=1.C1C=CC([P]([Pd]([P](C2C=CC=CC=2)(C2C=CC=CC=2)C2C=CC=CC=2)([P](C2C=CC=CC=2)(C2C=CC=CC=2)C2C=CC=CC=2)[P](C2C=CC=CC=2)(C2C=CC=CC=2)C2C=CC=CC=2)(C2C=CC=CC=2)C2C=CC=CC=2)=CC=1>[CH3:13][O:14][C:15]1[CH:16]=[C:17]([C:2]2[N:7]=[C:6]([C:8]#[N:9])[C:5]([N+:10]([O-:12])=[O:11])=[CH:4][CH:3]=2)[CH:18]=[CH:19][C:20]=1[O:21][CH3:22] |f:2.3.4,^1:42,44,63,82|. Reported procedure: To a degassed suspension of 6-chloro-2-cyano-3-nitropyridine (5.51 g, 30 mmol), 3,4-dimethoxyphenyl boronic acid (6.55 g, 36 mmole) and potassium carbonate (16.59 g, 120 mmol) in dry toluene (300 ml), was added a catalytic amount of tetrakis(triphenylphosphine)palladium (3.47 g, 3 mmol). The mixture was refluxed for 24 hours and after cooling, the volatiles were evaporated to dryness. The crude mixture was purified by silica gel column chromatography, the mobile phase consisting of hexane/CH2Cl2... Procedure: 9.22 g (43.8 mmol)of 3-dimethylamino-1-(2-chloro-5-pyridyl)-2-propen-1-one is suspended in 88 ml of 2-propanol. 11 g (43.8 mmol) of 3-(1,1,2,2-tetrafluoro-ethoxy)-phenyl-guanidine nitrate and 1.93 g (48.4 mmol) of sodium hydroxide are added and the reaction mixture is boiled under reflux for 19 h. After cooling to RT, the product is isolated by filtration, washed with 2-propanol and water and dried at 50° under HV. N[3(1,1,2,2-tetrafluoro-ethoxy)-phenyl]-4-(2-chloro-5-pyridyl)-2-pyrimidineamine ... The product is FC(C(F)F)(OC=1C=C(C=CC1)NC1=NC=CC(=N1)C=1C=CC(=NC1)Cl)F (N[3(1,1,2,2-tetrafluoro-ethoxy)-phenyl]-4-(2-chloro-5-pyridyl)-2-pyrimidineamine). RXN SMILES: CN(C)[CH:3]=[CH:4][C:5]([C:7]1[CH:8]=[CH:9][C:10]([Cl:13])=[N:11][CH:12]=1)=O.[N+]([O-])(O)=O.[F:19][C:20]([F:35])([O:24][C:25]1[CH:26]=[C:27]([NH:31][C:32]([NH2:34])=[NH:33])[CH:28]=[CH:29][CH:30]=1)[CH:21]([F:23])[F:22].[OH-].[Na+]>CC(O)C>[F:19][C:20]([F:35])([O:24][C:25]1[CH:26]=[C:27]([NH:31][C:32]2[N:34]=[C:5]([C:7]3[CH:8]=[CH:9][C:10]([Cl:13])=[N:11][CH:12]=3)[CH:4]=[CH:3][N:33]=2)[CH:28]=[CH:29][CH:30]=1)[CH:21]([F:22])[F:23] |f:1.2,3.4|. The reactants are CN(C=CC(=O)C=1C=CC(=NC1)Cl)C (3-dimethylamino-1-(2-chloro-5-pyridyl)-2-propen-1-one), [N+](=O)(O)[O-].FC(C(F)F)(OC=1C=C(C=CC1)NC(=N)N)F (3-(1,1,2,2-tetrafluoro-ethoxy)-phenyl-guanidine nitrate), [OH-].[Na+] (sodium hydroxide). Run in CC(C)O (2-propanol). The reactants are C(C)(=O)OCC (ethyl acetate), [NH4+].[Cl-] (NH4Cl), C(C(=O)OCC)(=O)OCC (diethyl oxalate), O1CCCC1 (tetrahydrofuran), ice, Grignard reagent, C(C(=O)OCC)(=O)OCC (diethyl oxalate), O (water). Conditions: temperature -60 celsius, time 1.5 hour. The product is O1C(OCC1)CCCC(C(=O)OCC)=O (5-(1,3-dioxolan-2-yl)-2-oxo-pentanoic acid, ethyl ester). Reaction SMILES: [C:1]([O:8][CH2:9][CH3:10])(=[O:7])[C:2]([O:4]CC)=O.[O:11]1[CH2:15][CH2:14][CH2:13][CH2:12]1.[NH4+].[Cl-].O.[C:19](OCC)(=[O:21])[CH3:20]>>[O:21]1[CH2:19][CH2:20][O:11][CH:15]1[CH2:14][CH2:13][CH2:12][C:2](=[O:4])[C:1]([O:8][CH2:9][CH3:10])=[O:7] |f:2.3|. Procedure details: A 1 L 3-necked round bottom flask was equipped with a nitrogen line, overhead stirrer, and thermocouple. Under a nitrogen atmosphere, the flask was charged with diethyl oxalate (73.85 g) and tetrahydrofuran (250 mL). The solution was cooled to -60° C., and the liquid portion of the Grignard reagent was added to the cooled diethyl oxalate solution via cannula to maintain the temperature below -55° C. The Grignard preparation flask was washed with tetrahydrofuran (3×20 mL), and the resulting wash ... Starting materials: [Na+].[Cl-] (NaCl), C(#N)C(C(=O)OCC)=NO (ethyl cyanoglyoxylate-2-oxime), S(=O)([O-])S(=O)[O-].[Na+].[Na+] (sodium hydrosulfite), C(=O)(O)[O-].[Na+] (NaHCO3). The solvent is O (water). Conditions: temperature 35 celsius. The product is N#C[C@H](N)C(=O)OCC (Ethyl 3-nitriloalaninate). RXN SMILES: [C:1]([C:3](=[N:9]O)[C:4]([O:6][CH2:7][CH3:8])=[O:5])#[N:2].C([O-])(O)=O.[Na+].S(S([O-])=O)([O-])=O.[Na+].[Na+].[Na+].[Cl-]>O>[N:2]#[C:1][C@@H:3]([C:4]([O:6][CH2:7][CH3:8])=[O:5])[NH2:9] |f:1.2,3.4.5,6.7|. Reported procedure: A mixture of ethyl cyanoglyoxylate-2-oxime (50 g, 352 mmol) in 440 mL of water is cautiously treated with 340 mL of saturated aqueous NaHCO3, followed by portionwise addition of sodium hydrosulfite (165 g, 950 mmol). The reaction is then heated to an internal temperature of 35° C. for 35 min. After cooling to RT, the reaction is saturated with NaCl (approx. 250 g) and extracted with CH2Cl2 (6×150 mL). The combined CH2Cl2 extracts are dried (Na2SO4), filtered, and concentrated in vacuo to give th...